From a dataset of the Open Reaction Database (ORD), a public repository of structured organic reaction records. describe an organic reaction: reactants, conditions, products, and yield Starting materials: [BH-](OC(=O)C)(OC(=O)C)OC(=O)C.[Na+] (Na(OAc)3BH), CC(=O)O (AcOH), C(C1=CC=CC=C1)NCC1=CC=CC=C1 (dibenzylamine), O=C1CCC(CC1)C(=O)OCC (ethyl 4-oxocyclohexanecarboxylate), Heptanes. Run in C1CCOC1 (THF), O (Water). Run at temperature 0 celsius, time 72 hour. The product is C(C1=CC=CC=C1)N(C1CCC(CC1)C(=O)OCC)CC1=CC=CC=C1 (ethyl 4-(dibenzylamino)cyclohexanecarboxylate). The yield is 71.9%. RXN SMILES: O=[C:2]1[CH2:7][CH2:6][CH:5]([C:8]([O:10][CH2:11][CH3:12])=[O:9])[CH2:4][CH2:3]1.CC(O)=O.[CH2:17]([NH:24][CH2:25][C:26]1[CH:31]=[CH:30][CH:29]=[CH:28][CH:27]=1)[C:18]1[CH:23]=[CH:22][CH:21]=[CH:20][CH:19]=1.[BH-](OC(C)=O)(OC(C)=O)OC(C)=O.[Na+]>O.C1COCC1>[CH2:25]([N:24]([CH2:17][C:18]1[CH:23]=[CH:22][CH:21]=[CH:20][CH:19]=1)[CH:2]1[CH2:7][CH2:6][CH:5]([C:8]([O:10][CH2:11][CH3:12])=[O:9])[CH2:4][CH2:3]1)[C:26]1[CH:31]=[CH:30][CH:29]=[CH:28][CH:27]=1 |f:3.4|. Procedure details: A 250 mL flask was charged with ethyl 4-oxocyclohexanecarboxylate (5 g, 28.5 mmol, Alfa Aesar) and THF (75 mL). The solution was cooled to about 0° C. and AcOH (2.28 mL, 39.9 mmol) and dibenzylamine (6.18 g, 31.3 mmol) (TCI) were added dropwise, resulting in formation of a thick suspension. Na(OAc)3BH (14.3 g, 64.1 mmol) was added portionwise and the reaction mixture was stirred at ambient temperature for about 72 h. The reaction mixture was cooled to about 10° C. Water (25 mL) was added and the... Reaction conditions: temperature 115 celsius. Procedure: Add 6,7-difluoro-2-methyl-4H-3-thia-4,9-diaza-benzo[f]azulen-10-ylamine hydrochloride (65.0 g, 215 mmol) and 2-(2-methoxy-ethyl)-piperazine (96.3 g, 668 mmol) to a solution of DMSO (650 mL) and toluene (1300 mL) with stirring under nitrogen. Heat at gentle reflux (115° C.) for 2 days, and then allow cooling to ambient temperature. Remove most of the organic portion under reduced pressure, and then partition the residue between ethyl acetate (450 mL) and aqueous saturated ammonium chloride soluti... The reactants are Cl.FC=1C(=CC2=C(NC=3SC(=CC3C(=N2)N)C)C1)F (6,7-difluoro-2-methyl-4H-3-thia-4,9-diaza-benzo[f]azulen-10-ylamine hydrochloride), COCCC1NCCNC1 (2-(2-methoxy-ethyl)-piperazine), CS(=O)C (DMSO). The yield is 66.4%. RXN SMILES: Cl.[F:2][C:3]1[C:4]([F:19])=[CH:5][C:6]2[N:15]=[C:14]([NH2:16])[C:13]3[CH:12]=[C:11]([CH3:17])[S:10][C:9]=3[NH:8][C:7]=2[CH:18]=1.[CH3:20][O:21][CH2:22][CH2:23][CH:24]1[CH2:29]N[CH2:27][CH2:26][NH:25]1.CS(C)=O>C1(C)C=CC=CC=1>[F:2][C:3]1[C:4]([F:19])=[CH:5][C:6]2[N:15]=[C:14]([N:16]3[CH2:27][CH2:26][NH:25][C@@H:24]([CH2:23][CH2:22][O:21][CH3:20])[CH2:29]3)[C:13]3[CH:12]=[C:11]([CH3:17])[S:10][C:9]=3[NH:8][C:7]=2[CH:18]=1 |f:0.1|. Run in C1(=CC=CC=C1)C (toluene). Product: FC=1C(=CC2=C(NC=3SC(=CC3C(=N2)N2C[C@@H](NCC2)CCOC)C)C1)F ((S)-6,7-Difluoro-10-[3-(2-methoxy-ethyl)-piperazin-1-yl]-2-methyl-4H-3-thia-4,9-diaza-benzo[f]azulene). Reactants: CCOC(=O)COc1ccc(SCc2cc(Br)cc(O[Si](C)(C)C(C)(C)C)c2)cc1C, C1CCOC1, CCCC[N+](CCCC)(CCCC)CCCC, CCOC(C)=O, [F-], [Na+], [Na+], O=C([O-])[O-], O. Yields the product CCOC(=O)COc1ccc(SCc2cc(O)cc(Br)c2)cc1C. RXN SMILES: [CH2:1]([CH3:2])[O:3][C:4]([CH2:5][O:6][c:7]1[c:8]([CH3:30])[cH:9][c:10]([S:13][CH2:14][c:15]2[cH:16][c:17]([Br:29])[cH:18][c:19]([O:21][Si:22]([C:23]([CH3:24])([CH3:25])[CH3:26])([CH3:27])[CH3:28])[cH:20]2)[cH:11][cH:12]1)=[O:31].[CH2:57]1[O:58][CH2:59][CH2:60][CH2:61]1.[CH3:33][CH2:34][CH2:35][CH2:36][N+:37]([CH2:38][CH2:39][CH2:40][CH3:41])([CH2:42][CH2:43][CH2:44][CH3:45])[CH2:46][CH2:47][CH2:48][CH3:49].[CH3:62][CH2:63][O:64][C:65](=[O:66])[CH3:67].[F-:32].[Na+:50].[Na+:51].[O-:52][C:53](=[O:54])[O-:55].[OH2:56]>>[CH2:1]([CH3:2])[O:3][C:4]([CH2:5][O:6][c:7]1[c:8]([CH3:30])[cH:9][c:10]([S:13][CH2:14][c:15]2[cH:16][c:17]([Br:29])[cH:18][c:19]([OH:21])[cH:20]2)[cH:11][cH:12]1)=[O:31]. Reactants: OC1=CC=C(C(=O)C2=CC=CC=C2)C=C1 (4-hydroxybenzophenone), C(C1=CC=CC=C1)Cl (benzyl chloride), C([O-])([O-])=O.[K+].[K+] (potassium carbonate). The reagents and catalysts are [I-].[K+] (potassium iodide). Solvent: CN(C=O)C (dimethylformamide). Run at time 72 hour. Product: C(C1=CC=CC=C1)OC1=CC=C(C(=O)C2=CC=CC=C2)C=C1 (4-benzyloxybenzophenone). Yield: 98.3%. As a reaction SMILES: [OH:1][C:2]1[CH:15]=[CH:14][C:5]([C:6]([C:8]2[CH:13]=[CH:12][CH:11]=[CH:10][CH:9]=2)=[O:7])=[CH:4][CH:3]=1.[CH2:16](Cl)[C:17]1[CH:22]=[CH:21][CH:20]=[CH:19][CH:18]=1.C(=O)([O-])[O-].[K+].[K+]>[I-].[K+].CN(C)C=O>[CH2:16]([O:1][C:2]1[CH:3]=[CH:4][C:5]([C:6]([C:8]2[CH:13]=[CH:12][CH:11]=[CH:10][CH:9]=2)=[O:7])=[CH:14][CH:15]=1)[C:17]1[CH:22]=[CH:21][CH:20]=[CH:19][CH:18]=1 |f:2.3.4,5.6|. Reported procedure: (60 g (0.3 mol) of 4-hydroxybenzophenone, 42 g of benzyl chloride, 45.6 g of potassium carbonate, 0.5 g of potassium iodide and 1 litre of dimethylformamide are introduced into a flask. Stirring is carried out at room temperature for 72 hours. The mixture is filtered and concentrated to dryness without exceeding 30° C. The residue is taken up in methylene chloride and washed with a 10% sodium carbonate solution and then with a saturated lithium chloride solution. The mixture is dried over sodium... Reactants: O=C1N(CCNC1)[C@H]1CC=2C=CC(=CC2CC1)C#N ((6R)-6-(2-Oxopiperazin-1-yl)-5,6,7,8-tetrahydronaphthalene-2-carbonitrile), O=C1CC=2C=CC(=CC2CC1)C#N (6-Oxo-5,6,7,8-tetrahydronaphthalene-2-carbonitrile). Yields the product O=C1N(CCN(C1)C1CC=2C=CC(=CC2CC1)C#N)[C@H]1CC=2C=CC(=CC2CC1)C#N ((6R)-6,6′-(2-oxopiperazine-1,4-diyl)-di-(5,6,7,8-tetrahydronaphthalene-2-carbonitrile)). Reaction SMILES: [O:1]=[C:2]1[CH2:7][NH:6][CH2:5][CH2:4][N:3]1[C@@H:8]1[CH2:17][CH2:16][C:15]2[CH:14]=[C:13]([C:18]#[N:19])[CH:12]=[CH:11][C:10]=2[CH2:9]1.O=[C:21]1[CH2:30][CH2:29][C:28]2[CH:27]=[C:26]([C:31]#[N:32])[CH:25]=[CH:24][C:23]=2[CH2:22]1>>[O:1]=[C:2]1[CH2:7][N:6]([CH:21]2[CH2:30][CH2:29][C:28]3[CH:27]=[C:26]([C:31]#[N:32])[CH:25]=[CH:24][C:23]=3[CH2:22]2)[CH2:5][CH2:4][N:3]1[C@@H:8]1[CH2:17][CH2:16][C:15]2[CH:14]=[C:13]([C:18]#[N:19])[CH:12]=[CH:11][C:10]=2[CH2:9]1. Procedure: The title compound was prepared from (6R)-6-(2-Oxopiperazin-1-yl)-5,6,7,8-tetrahydronaphthalene-2-carbonitrile and 6-Oxo-5,6,7,8-tetrahydronaphthalene-2-carbonitrile following essentially the same procedure as Example 6. The product was purified by mass-directed reverse phase HPLC (AcCN-Water with 0.1% TFA). LC-MS (IE, m/z): 411 [M+1]+.